The task is: describe an organic reaction: reactants, conditions, products, and yield. This data is from the Open Reaction Database (ORD), a public repository of structured organic reaction records. Reactants: C(C)(C)(C)OC(C1=CC(=C(C=C1)CCO)N)=O (3-amino-4-(2-hydroxy-ethyl)-benzoic acid tert-butyl ester), O=C(OC(Cl)(Cl)Cl)Cl (diphosgene). RXN SMILES: [C:1]([O:5][C:6](=[O:17])[C:7]1[CH:12]=[CH:11][C:10]([CH2:13][CH2:14][OH:15])=[C:9]([NH2:16])[CH:8]=1)([CH3:4])([CH3:3])[CH3:2].[O:18]=[C:19](Cl)OC(Cl)(Cl)Cl>C1COCC1.ClCCl>[C:1]([O:5][C:6]([C:7]1[CH:12]=[CH:11][C:10]2[CH2:13][CH2:14][O:15][C:19](=[O:18])[NH:16][C:9]=2[CH:8]=1)=[O:17])([CH3:4])([CH3:2])[CH3:3]. Procedure: To a stirring solution of 3-amino-4-(2-hydroxy-ethyl)-benzoic acid tert-butyl ester (2.1 g, 8.86 mmol) in THF (150 mL) and dichloromethane (50 mL) at 0° C. was added diphosgene (0.65 mL, 5.38 mmol) all at once. The reaction turned milky and became clear after 1 minute. The reaction was warmed to room temperature and stirred for 150 minutes. The solvent evaporated to provide 6-oxo-5,6,8,9-tetrahydro-7-oxa-5-aza-benzocycloheptene-3-carboxylic acid tert-butyl ester: MS (m/e) 264 (M+1). Run in C1CCOC1 (THF), ClCCl (dichloromethane). Reaction conditions: time 1 minute. Product: C(C)(C)(C)OC(=O)C1=CC2=C(CCOC(N2)=O)C=C1 (6-oxo-5,6,8,9-tetrahydro-7-oxa-5-aza-benzocycloheptene-3-carboxylic acid tert-butyl ester). Starting materials: [OH-].[Na+] (sodium hydroxide), Cl (hydrochloric acid), P(Cl)(Cl)(Cl)(Cl)Cl (phosphorus pentachloride), Cl (hydrochloric acid), C1(=CC=CC=C1)CC(=O)N[C@H]1[C@@H]2N(C(=C(CS2)SCC=2C=NN(C2)C(C2=CC=CC=C2)(C2=CC=CC=C2)C2=CC=CC=C2)C(=O)OC(C2=CC=CC=C2)C2=CC=CC=C2)C1=O (Diphenylmethyl 7β-phenylacetamido-3-[(1-tritylpyrazol-4-yl)methylthio]-3-cephem-4-carboxylate). The solvent is O (Water), CO (methanol), C(C)(=O)OCC (ethyl acetate), ClCCl (dichloromethane), N1=CC=CC=C1 (Pyridine). Reaction conditions: temperature -10 celsius, time 30 minute. The product is N[C@H]1[C@@H]2N(C(=C(CS2)SCC=2C=NNC2)C(=O)OC(C2=CC=CC=C2)C2=CC=CC=C2)C1=O (diphenylmethyl 7β-amino-3-[(pyrazol-4-yl)methylthio]-3-cephem-4-carboxylate). Yield: 54.1%. RXN SMILES: P(Cl)(Cl)(Cl)(Cl)Cl.C1(CC([NH:16][C@@H:17]2[C:66](=[O:67])[N:19]3[C:20]([C:50]([O:52][CH:53]([C:60]4[CH:65]=[CH:64][CH:63]=[CH:62][CH:61]=4)[C:54]4[CH:59]=[CH:58][CH:57]=[CH:56][CH:55]=4)=[O:51])=[C:21]([S:24][CH2:25][C:26]4[CH:27]=[N:28][N:29](C(C5C=CC=CC=5)(C5C=CC=CC=5)C5C=CC=CC=5)[CH:30]=4)[CH2:22][S:23][C@H:18]23)=O)C=CC=CC=1.Cl.[OH-].[Na+]>ClCCl.C(OCC)(=O)C.O.CO.N1C=CC=CC=1>[NH2:16][C@@H:17]1[C:66](=[O:67])[N:19]2[C:20]([C:50]([O:52][CH:53]([C:54]3[CH:59]=[CH:58][CH:57]=[CH:56][CH:55]=3)[C:60]3[CH:65]=[CH:64][CH:63]=[CH:62][CH:61]=3)=[O:51])=[C:21]([S:24][CH2:25][C:26]3[CH:30]=[N:29][NH:28][CH:27]=3)[CH2:22][S:23][C@H:18]12 |f:3.4|. Reported procedure: Pyridine (1.3 ml) was added to a suspension of phosphorus pentachloride (3.37 g) in dichloromethane (47.6 ml) at −10° C., and the mixture was stirred at between −15 to −5° C. for 30 minutes. Diphenylmethyl 7β-phenylacetamido-3-[(1-tritylpyrazol-4-yl)methylthio]-3-cephem-4-carboxylate (6.8 g) was added to the above mixture at −10° C. and the reaction mixture was stirred under ice-cooling for 1 hour. Then, methanol (5.2 ml) was added to the reaction mixture at −20° C. and the resulting solution wa... Reactants: S([O-])(O)=O.[Na+] (sodium bisulfite), FC1=C(C=CC=C1)OC (2-fluoroanisole), C(Cl)(Cl)Cl (chloroform), BrBr (bromine). The solvent is O (water). Conditions: temperature 10 celsius. The product is FC=1C=C(C=CC1OC)Br (3-fluoro-4-methoxybromobenzene). Yield: 93.9%. Reaction SMILES: [F:1][C:2]1[CH:7]=[CH:6][CH:5]=[CH:4][C:3]=1[O:8][CH3:9].C(Cl)(Cl)Cl.[Br:14]Br.S(=O)(O)[O-].[Na+]>O>[F:1][C:2]1[CH:7]=[C:6]([Br:14])[CH:5]=[CH:4][C:3]=1[O:8][CH3:9] |f:3.4|. Procedure: Into a flask of 5 l were charged 384 g (3.04 mol) of 2-fluoroanisole and 2.5 l of chloroform, to which was added dropwise 504 g (3.16 mol) of bromine over about 3 hours while cooling on an ice water bath at 10° C. The resulting mixture was stirred at room temperature over a night and heated under reflux for 8 hours. After the air cooling, the product was added with 1 l of water and 50 g of sodium bisulfite and sufficiently shaken to separate into two layers. The resulting organic layer was washe... Reactants: N (ammonia), C(C)(C)(C)OO (tert-butyl hydroperoxide), BrC=1C=CC(=C(C1)[C@@]1(COCC(N1)=S)C)F ((R)-5-(5-bromo-2-fluoro-phenyl)-5-methyl-morpholine-3-thione). The solvent is CO (methanol), O (water), CO (methanol). Run at time 21 hour. The product is BrC=1C=CC(=C(C1)[C@]1(N=C(COC1)N)C)F ((R)-5-(5-bromo-2-fluoro-phenyl)-5-methyl-5,6-dihydro-2H-[1,4]oxazin-3-ylamine). Reaction SMILES: [Br:1][C:2]1[CH:3]=[CH:4][C:5]([F:16])=[C:6]([C@@:8]2([CH3:15])[NH:13][C:12](=S)[CH2:11][O:10][CH2:9]2)[CH:7]=1.[NH3:17].C(OO)(C)(C)C>CO.O>[Br:1][C:2]1[CH:3]=[CH:4][C:5]([F:16])=[C:6]([C@:8]2([CH3:15])[CH2:9][O:10][CH2:11][C:12]([NH2:17])=[N:13]2)[CH:7]=1. Procedure details: A pressure tube was charged with a solution of (R)-5-(5-bromo-2-fluoro-phenyl)-5-methyl-morpholine-3-thione (1.93 g, 6.3 mmol) in methanol (195 ml). A solution of ammonia in methanol (7M, 54 ml, 381 mmol) and an aqueous solution of tert-butyl hydroperoxide (70%, 8.17 g, 63.4 mmol) were added. The tube was sealed and the reaction mixture was stirred overnight at room temperature for 21 hours. For the workup, the reaction mixture was diluted with water and extracted three times with dichloromethan... The reactants are CC(C)CN(CCCCC(=O)O)c1ccc(Br)cc1C=O, O=C([O-])[O-], CI, [K+], [K+], CN(C)C=O, O. The product is COC(=O)CCCCN(CC(C)C)c1ccc(Br)cc1C=O. As a reaction SMILES: [Br:1][c:2]1[cH:3][c:4]([CH:20]=[O:21])[c:5]([N:6]([CH2:7][CH:8]([CH3:9])[CH3:10])[CH2:11][CH2:12][CH2:13][CH2:14][C:15](=[O:16])[OH:17])[cH:18][cH:19]1.[C:22](=[O:23])([O-:24])[O-:25].[I:28][CH3:29].[K+:26].[K+:27].[O:31]=[CH:32][N:33]([CH3:34])[CH3:35].[OH2:30]>>[Br:1][c:2]1[cH:3][c:4]([CH:20]=[O:21])[c:5]([N:6]([CH2:7][CH:8]([CH3:9])[CH3:10])[CH2:11][CH2:12][CH2:13][CH2:14][C:15](=[O:16])[O:17][CH3:22])[cH:18][cH:19]1. The reactants are CCOC(=O)N(C)N=NCCO, ClC(Cl)(Cl)Cl, CCCCC, c1ccc(P(c2ccccc2)c2ccccc2)cc1. Product: CCOC(=O)N(C)N=NCCCl. As a reaction SMILES: [C:20](=[O:21])([O:22][CH2:23][CH3:24])[N:25]([N:26]=[N:27][CH2:28][CH2:29][OH:30])[CH3:31].[C:32]([Cl:33])([Cl:34])([Cl:35])[Cl:36].[CH3:37][CH2:38][CH2:39][CH2:40][CH3:41].[c:1]1([P:2]([c:3]2[cH:4][cH:5][cH:6][cH:7][cH:8]2)[c:9]2[cH:10][cH:11][cH:12][cH:13][cH:14]2)[cH:15][cH:16][cH:17][cH:18][cH:19]1>>[C:20](=[O:21])([O:22][CH2:23][CH3:24])[N:25]([N:26]=[N:27][CH2:28][CH2:29][Cl:33])[CH3:31]. The reactants are [Br-], CC1CCc2ncnc(N3CC4(CCN(C(=O)OC(C)(C)C)CC4)c4cc(Br)ccc43)c21, C1CCOC1, CCOC(C)=O, [Mg+]C1CC1, c1ccc(P(c2ccccc2)(c2ccccc2)[Pd](P(c2ccccc2)(c2ccccc2)c2ccccc2)(P(c2ccccc2)(c2ccccc2)c2ccccc2)P(c2ccccc2)(c2ccccc2)c2ccccc2)cc1. The product is CC1CCc2ncnc(N3CC4(CCN(C(=O)OC(C)(C)C)CC4)c4cc(C5CC5)ccc43)c21. As a reaction SMILES: [Br-:1].[Br:6][c:7]1[cH:8][c:9]2[c:13]([cH:14][cH:15]1)[N:12]([c:16]1[c:17]3[c:18]([n:19][cH:20][n:21]1)[CH2:22][CH2:23][CH:24]3[CH3:25])[CH2:11][C:10]21[CH2:26][CH2:27][N:28]([C:31](=[O:32])[O:33][C:34]([CH3:35])([CH3:36])[CH3:37])[CH2:29][CH2:30]1.[CH2:38]1[O:39][CH2:40][CH2:41][CH2:42]1.[CH3:43][CH2:44][O:45][C:46]([CH3:47])=[O:48].[CH:2]1([Mg+:5])[CH2:3][CH2:4]1.[cH:49]1[cH:50][cH:51][c:52]([P:53]([Pd:54]([P:55]([c:56]2[cH:57][cH:58][cH:59][cH:60][cH:61]2)([c:62]2[cH:63][cH:64][cH:65][cH:66][cH:67]2)[c:68]2[cH:69][cH:70][cH:71][cH:72][cH:73]2)([P:74]([c:75]2[cH:76][cH:77][cH:78][cH:79][cH:80]2)([c:81]2[cH:82][cH:83][cH:84][cH:85][cH:86]2)[c:87]2[cH:88][cH:89][cH:90][cH:91][cH:92]2)[P:93]([c:94]2[cH:95][cH:96][cH:97][cH:98][cH:99]2)([c:100]2[cH:101][cH:102][cH:103][cH:104][cH:105]2)[c:106]2[cH:107][cH:108][cH:109][cH:110][cH:111]2)([c:112]2[cH:113][cH:114][cH:115][cH:116][cH:117]2)[c:118]2[cH:119][cH:120][cH:121][cH:122][cH:123]2)[cH:124][cH:125]1>>[CH:2]1([c:7]2[cH:8][c:9]3[c:13]([cH:14][cH:15]2)[N:12]([c:16]2[c:17]4[c:18]([n:19][cH:20][n:21]2)[CH2:22][CH2:23][CH:24]4[CH3:25])[CH2:11][C:10]32[CH2:26][CH2:27][N:28]([C:31](=[O:32])[O:33][C:34]([CH3:35])([CH3:36])[CH3:37])[CH2:29][CH2:30]2)[CH2:3][CH2:4]1.